Dataset: the Open Reaction Database (ORD), a public repository of structured organic reaction records. Task: describe an organic reaction: reactants, conditions, products, and yield Reaction SMILES: [Br:17][CH2:18][CH2:19][C:20](=[O:21])[O:22][CH2:23][CH3:24].[CH3:1][CH2:2][O-:3].[CH3:25][CH2:26][OH:27].[F:5][C:6]([C:7]([CH2:8][C:9](=[O:10])[O:11][CH2:12][CH3:13])=[O:14])([F:15])[F:16].[Na+:4]>>[F:5][C:6]([C:7]([CH:8]([C:9](=[O:10])[O:11][CH2:12][CH3:13])[CH2:18][CH2:19][C:20](=[O:21])[O:22][CH2:23][CH3:24])=[O:14])([F:15])[F:16]. Reactants: CCOC(=O)CCBr, CC[O-], CCO, CCOC(=O)CC(=O)C(F)(F)F, [Na+]. Yields the product CCOC(=O)CCC(C(=O)OCC)C(=O)C(F)(F)F. Reactants: NCCN1CCNCC1 (1-(2-aminoethyl)piperazine), C(C)OC1=C(C=NC=C1)[N+](=O)[O-] (4-ethoxy-3-nitropyridine). The solvent is CC#N (CH3CN). The product is [N+](=O)([O-])C=1C=NC=CC1NCCN1CCNCC1 (3-nitro-4-[2-(piperazine-1-yl)ethyl]aminopyridine). As a reaction SMILES: [NH2:1][CH2:2][CH2:3][N:4]1[CH2:9][CH2:8][NH:7][CH2:6][CH2:5]1.C(O[C:13]1[CH:18]=[CH:17][N:16]=[CH:15][C:14]=1[N+:19]([O-:21])=[O:20])C>CC#N>[N+:19]([C:14]1[CH:15]=[N:16][CH:17]=[CH:18][C:13]=1[NH:1][CH2:2][CH2:3][N:4]1[CH2:9][CH2:8][NH:7][CH2:6][CH2:5]1)([O-:21])=[O:20]. Procedure details: A mixture of 1-(2-aminoethyl)piperazine and 4-ethoxy-3-nitropyridine in CH3CN was heated at reflux for 40 hours. The reaction mixture was cooled to ambient temperature and concentrated to give 3-nitro-4-[2-(piperazine-1-yl)ethyl]aminopyridine which was used without further purification. Reactants: C(C(C)C)(=O)Cl (isobutyryl chloride), N1=CC=CC=C1 (pyridine), C(C)(C)(C)O (tert-butanol). The solvent is C(Cl)Cl (CH2Cl2), C(Cl)Cl (CH2Cl2). Reaction conditions: time 8 hour. Product: C(C(C)C)(=O)OC(C)(C)C (tert-butyl isobutyrate), 21. The yield is 56.0%. RXN SMILES: [C:1](Cl)(=[O:5])[CH:2]([CH3:4])[CH3:3].N1C=CC=CC=1.[C:13]([OH:17])([CH3:16])([CH3:15])[CH3:14]>C(Cl)Cl>[C:1]([O:17][C:13]([CH3:16])([CH3:15])[CH3:14])(=[O:5])[CH:2]([CH3:4])[CH3:3]. Procedure details: To a solution of isobutyryl chloride (47 g, 0.44 mol) in CH2Cl2 (75 ml) and tert-butanol (75 ml) at 0° C., pyridine (39.3 ml, 486 mmol) was added slowly by syringe. The mixture was allowed to warm to room temperature, stirred overnight, diluted with CH2Cl2 (400 ml) and washed with H2O, HCl (2N, two times), H2O (two times) and saturated NaHCO3. The organic phase was dried over MgSO4 and filtered. The filtrate was then concentrated under reduced pressure without heat. The resulting oil was simply ... Reactants: BrC1=C(C(=O)N)C=CC(=C1)F (2-bromo-4-fluorobenzamide), FC(C(=O)OC(C(F)(F)F)=O)(F)F (trifluoroacetic anhydride). Solvent: N1=CC=CC=C1 (pyridine). Conditions: time 2 hour. Product: BrC1=C(C#N)C=CC(=C1)F (2-Bromo-4-fluorobenzonitrile). As a reaction SMILES: [Br:1][C:2]1[CH:10]=[C:9]([F:11])[CH:8]=[CH:7][C:3]=1[C:4]([NH2:6])=O.FC(F)(F)C(OC(=O)C(F)(F)F)=O>N1C=CC=CC=1>[Br:1][C:2]1[CH:10]=[C:9]([F:11])[CH:8]=[CH:7][C:3]=1[C:4]#[N:6]. Procedure details: A solution of 10.9 g. (0.05 mole) of 2-bromo-4-fluorobenzamide in 50 ml. of dry pyridine is stirred and cooled in an ice-bath while 11.2 g. (0.0525 mole) of trifluoroacetic anhydride is added dropwise. After 2 hours at room temperature, the bulk of the solvent is evaporated under reduced pressure and the residue is dissolved in ether. Evaporation of the washed and dried ethereal extract under reduced pressure leaves the product as the residual solid. Sublimation at 55°C. and 0.05 mm. yields whit... Reactants: Iodoisopropane, C(C1=CC=CC=C1)OC(N[C@@H]1[C@@H](CNCC1)NC(C1=CC=C(C=C1)N1C(C=CC=C1)=O)=O)=O (Cis-{3-[4-(2-Oxo-2H-pyridin-1-yl)-benzoylamino]-piperidin-4-yl}-carbamic acid benzyl ester), CC#N (CH3CN), C(=O)([O-])[O-].[Na+].[Na+] (Na2CO3). Reaction conditions: temperature 80 celsius, time 8 hour. The product is C(C1=CC=CC=C1)OC(N[C@@H]1[C@@H](CN(CC1)C(C)C)NC(C1=CC=C(C=C1)N1C(C=CC=C1)=O)=O)=O (cis-{1-isopropyl-3-[4-(2-oxo-2H-pyridin-1-yl)-benzoylamino]-piperidin-4-yl}-carbamic acid benzyl ester). Reaction SMILES: [CH2:1]([O:8][C:9](=[O:33])[NH:10][C@H:11]1[CH2:16][CH2:15][NH:14][CH2:13][C@H:12]1[NH:17][C:18](=[O:32])[C:19]1[CH:24]=[CH:23][C:22]([N:25]2[CH:30]=[CH:29][CH:28]=[CH:27][C:26]2=[O:31])=[CH:21][CH:20]=1)[C:2]1[CH:7]=[CH:6][CH:5]=[CH:4][CH:3]=1.[C:34]([O-])([O-])=O.[Na+].[Na+].[CH3:40][C:41]#N>>[CH2:1]([O:8][C:9](=[O:33])[NH:10][C@H:11]1[CH2:16][CH2:15][N:14]([CH:41]([CH3:40])[CH3:34])[CH2:13][C@H:12]1[NH:17][C:18](=[O:32])[C:19]1[CH:24]=[CH:23][C:22]([N:25]2[CH:30]=[CH:29][CH:28]=[CH:27][C:26]2=[O:31])=[CH:21][CH:20]=1)[C:2]1[CH:7]=[CH:6][CH:5]=[CH:4][CH:3]=1 |f:1.2.3|. Procedure: Cis-{3-[4-(2-Oxo-2H-pyridin-1-yl)-benzoylamino]-piperidin-4-yl}-carbamic acid benzyl ester (0.26 mmol) was dissolved in CH3CN (1.5 ml). Iodoisopropane (0.04 mL) was added, followed by the addition of Na2CO3 (70 mg). The resulting mixture was stirred at 80° C. overnight. After cooling, it was extracted with EtOAc (3×), dried over MgSO4, filtered, and concentrated to dryness to give crude cis-{1-isopropyl-3-[4-(2-oxo-2H-pyridin-1-yl)-benzoylamino]-piperidin-4-yl}-carbamic acid benzyl ester (115 mg... Starting materials: NC1=CC=CC=C1 (aniline), CN(C=1C=CC=2N(C1)C=C(N2)C(=O)OCC)C (ethyl 6-dimethylaminoimidazo[1,2-a]pyridine-2-carboxylate), [Cl-].[NH4+] (ammonium chloride), solution, C[Al](C)C (trimethylaluminum). The solvent is C1(=CC=CC=C1)C (toluene), C1(=CC=CC=C1)C (toluene). Reaction conditions: time 15 minute. Yields the product CN(C=1C=CC=2N(C1)C=C(N2)C(=O)NC2=CC=CC=C2)C (6-(dimethylamino)-N-phenylimidazo[1,2-a]pyridine-2-carboxamide). Reaction SMILES: C[Al](C)C.[NH2:5][C:6]1[CH:11]=[CH:10][CH:9]=[CH:8][CH:7]=1.[CH3:12][N:13]([CH3:28])[C:14]1[CH:15]=[CH:16][C:17]2[N:18]([CH:20]=[C:21]([C:23](OCC)=[O:24])[N:22]=2)[CH:19]=1.[Cl-].[NH4+]>C1(C)C=CC=CC=1>[CH3:12][N:13]([CH3:28])[C:14]1[CH:15]=[CH:16][C:17]2[N:18]([CH:20]=[C:21]([C:23]([NH:5][C:6]3[CH:11]=[CH:10][CH:9]=[CH:8][CH:7]=3)=[O:24])[N:22]=2)[CH:19]=1 |f:3.4|. Procedure: 0.46 ml of a 2M solution of trimethylaluminum in toluene is added dropwise to a solution, cooled to 0° C., of 60.8 μl of aniline in 3 ml of toluene, followed, at 20° C., by the addition of 76 mg of ethyl 6-dimethylaminoimidazo[1,2-a]pyridine-2-carboxylate. The reaction mixture is stirred at ambient temperature for 15 minutes. It is cooled to 0° C. and then 20 ml of a saturated ammonium chloride solution are added. The organic phase is dried over magnesium sulfate, filtered through Celite and eva... Reactants: BrC1=CC(CCC1)=O (3-bromocyclohex-2-enone), S1C(=CC=C1)B(O)O (2-thiophene boronic acid). Product: S1C(=CC=C1)C1=CC(CCC1)=O (3-Thiophen-2-yl-cyclohex-2-enone). The yield is 83.0%. Reaction SMILES: Br[C:2]1[CH2:7][CH2:6][CH2:5][C:4](=[O:8])[CH:3]=1.[S:9]1[CH:13]=[CH:12][CH:11]=[C:10]1B(O)O>>[S:9]1[CH:13]=[CH:12][CH:11]=[C:10]1[C:2]1[CH2:7][CH2:6][CH2:5][C:4](=[O:8])[CH:3]=1. Procedure: Synthesized from 3-bromocyclohex-2-enone and 2-thiophene boronic acid according to the general procedure described for the Suzuki coupling. The product was purified by passing the product through a small silica gel plug eluting with methylene chloride and recrystallization from hexanes and ethyl acetate to yield a pale yellow crystalline solid (125 mg, 83%). 1H NMR (CDCl3, 300 MHz): δ 7.42 (d, J=5.4 Hz, 1H), 7.36 (d, J=3.3 Hz, 1H), 7.08 (t, J=3.9 Hz, 1H), 6.41 (s, 1H), 2.79 (t, J=6.3 Hz, 2H), 2.... Starting materials: ice-salt, COC1(CC1)C=1C=C(N(N1)C1=CC=C(C=C1)C)N (5-(1-methoxy-cyclopropyl)-2-p-tolyl-2H-pyrazol-3-ylamine), N1=CC=CC=C1 (pyridine), ClC(COC(=O)Cl)(Cl)Cl (2,2,2-trichloroethylchloroformate). Solvent: C1CCOC1 (THF), C1CCOC1 (THF). Conditions: temperature -15 celsius, time 0.5 hour. The product is ClC(COC(NC=1N(N=C(C1)C1(CC1)OC)C1=CC=C(C=C1)C)=O)(Cl)Cl ([5-(1-Methoxy-cyclopropyl)-2-p-tolyl-2H-pyrazol-3-yl]carbamic acid 2,2,2-trichloro-ethyl ester). Yield: 89.0%. Reaction SMILES: [CH3:1][O:2][C:3]1([C:6]2[CH:7]=[C:8]([NH2:18])[N:9]([C:11]3[CH:16]=[CH:15][C:14]([CH3:17])=[CH:13][CH:12]=3)[N:10]=2)[CH2:5][CH2:4]1.N1C=CC=CC=1.[Cl:25][C:26]([Cl:33])([Cl:32])[CH2:27][O:28][C:29](Cl)=[O:30]>C1COCC1>[Cl:25][C:26]([Cl:33])([Cl:32])[CH2:27][O:28][C:29](=[O:30])[NH:18][C:8]1[N:9]([C:11]2[CH:16]=[CH:15][C:14]([CH3:17])=[CH:13][CH:12]=2)[N:10]=[C:6]([C:3]2([O:2][CH3:1])[CH2:5][CH2:4]2)[CH:7]=1. Procedure: To an ice-salt cooled solution of 5-(1-methoxy-cyclopropyl)-2-p-tolyl-2H-pyrazol-3-ylamine (Preparation 11, 2.43 g, 10 mmol) and pyridine (0.9 mL, 11 mmol) in THF (30 mL), add a solution of 2,2,2-trichloroethylchloroformate (2.12 g, 10 mmol) in THF (10 mL) dropwise. Stir at −15° C. for 0.5 hour, then at 22° C. for 1 hour. Partition the reaction mixture between dichloromethane (50 mL) and saturated aq. sodium bicarbonate (50 mL). Isolate the aqueous phase and extract twice with dichloromethane (2...